This data is from the Open Reaction Database (ORD), a public repository of structured organic reaction records. The task is: describe an organic reaction: reactants, conditions, products, and yield The reactants are Cl.FC1(CNCC1)F (3,3-difluoropyrrolidine hydrochloride), O=C1CCC(CC1)NC(OC(C)(C)C)=O (tert-butyl 4-oxocyclohexylcarbamate). Product: FC1(CN(CC1)C1CCC(CC1)N)F (4-(3,3-difluoropyrrolidin-1-yl)cyclohexanamine). Isolated yield 106.1%. RXN SMILES: Cl.[F:2][C:3]1([F:8])[CH2:7][CH2:6][NH:5][CH2:4]1.O=[C:10]1[CH2:15][CH2:14][CH:13]([NH:16]C(=O)OC(C)(C)C)[CH2:12][CH2:11]1>>[F:2][C:3]1([F:8])[CH2:7][CH2:6][N:5]([CH:10]2[CH2:15][CH2:14][CH:13]([NH2:16])[CH2:12][CH2:11]2)[CH2:4]1 |f:0.1|. Reported procedure: Following General procedure I, 3,3-difluoropyrrolidine hydrochloride (468 mg, 3.26 mmol) was reacted with tert-butyl 4-oxocyclohexylcarbamate (500 mg, 2.34 mmol) to afford the desired product (507 mg, quant.) as a colorless oil: ESI MS m/z 205 [C10H18F2N2+H]+.